From a dataset of the Open Reaction Database (ORD), a public repository of structured organic reaction records. describe an organic reaction: reactants, conditions, products, and yield The reactants are C(C)(C)(C)C=1N=C(C=2C(N1)=NN(N2)CC)N2CC(CC2)(F)F (5-tert-Butyl-7-(3,3-difluoro-pyrrolidin-1-yl)-2-ethyl-2H-[1,2,3]triazolo[4,5-d]pyrimidine), FC(COC=1N=C(C2=C(N1)NN=N2)N2C[C@H](CC2)O)(F)F ((S)-1-[5-(2,2,2-Trifluoro-ethoxy)-3H-[1,2,3]triazolo[4,5-d]pyrimidin-7-yl]-pyrrolidin-3-ol), BrCC1=C(C=CC=C1)C(F)(F)F (1-(bromomethyl)-2-(trifluoromethyl)benzene). Yields the product FC(COC=1N=C(C=2C(N1)=NN(N2)CC2=C(C=CC=C2)C(F)(F)F)N2C[C@H](CC2)O)(F)F ((S)-1-[5-(2,2,2-Trifluoro-ethoxy)-2-(2-trifluoromethyl-benzyl)-2H-[1,2,3]triazolo[4,5-d]pyrimidin-7-yl]-pyrrolidin-3-ol). Reaction SMILES: C(C1N=C(N2CCC(F)(F)C2)C2C(=NN(CC)N=2)N=1)(C)(C)C.[F:23][C:24]([F:43])([F:42])[CH2:25][O:26][C:27]1[N:28]=[C:29]([N:36]2[CH2:40][CH2:39][C@H:38]([OH:41])[CH2:37]2)[C:30]2[N:35]=[N:34][NH:33][C:31]=2[N:32]=1.Br[CH2:45][C:46]1[CH:51]=[CH:50][CH:49]=[CH:48][C:47]=1[C:52]([F:55])([F:54])[F:53]>>[F:43][C:24]([F:42])([F:23])[CH2:25][O:26][C:27]1[N:28]=[C:29]([N:36]2[CH2:40][CH2:39][C@H:38]([OH:41])[CH2:37]2)[C:30]2[C:31](=[N:33][N:34]([CH2:45][C:46]3[CH:51]=[CH:50][CH:49]=[CH:48][C:47]=3[C:52]([F:53])([F:54])[F:55])[N:35]=2)[N:32]=1. Procedure details: In analogy to the procedure described for the synthesis of 5-tert-butyl-7-(3,3-difluoro-pyrrolidin-1-yl)-2-ethyl-2H-[1,2,3]triazolo[4,5-d]pyrimidine (example 3, step b), the title compound was prepared from (S)-1-[5-(2,2,2-Trifluoro-ethoxy)-3H-[1,2,3]triazolo[4,5-d]pyrimidin-7-yl]-pyrrolidin-3-ol and 1-(bromomethyl)-2-(trifluoromethyl)benzene. MS (m/e): 463.4 (MH+). The reactants are CN (methanamine), BrC=1C=CC=2N(C1)C(=C(N2)C2=CC=C(C=C2)F)C(=O)O (6-Bromo-2-(4-fluorophenyl)imidazo[1,2-a]pyridine-3-carboxylic acid), C(C(=O)Cl)(=O)Cl (oxalyl chloride), CN(C)C=O (DMF). Solvent: C1CCOC1 (THF), TEA, ClCCCl (DCE). Run at time 5 minute. The product is BrC=1C=CC=2N(C1)C(=C(N2)C2=CC=C(C=C2)F)C(=O)NC (6-bromo-2-(4-fluorophenyl)-N-methylimidazo[1,2-a]pyridine-3-carboxamide). Yield: 76.0%. RXN SMILES: [Br:1][C:2]1[CH:3]=[CH:4][C:5]2[N:6]([C:8]([C:18]([OH:20])=O)=[C:9]([C:11]3[CH:16]=[CH:15][C:14]([F:17])=[CH:13][CH:12]=3)[N:10]=2)[CH:7]=1.C(Cl)(=O)C(Cl)=O.[CH3:27][N:28](C=O)C.CN>C1COCC1.ClCCCl>[Br:1][C:2]1[CH:3]=[CH:4][C:5]2[N:6]([C:8]([C:18]([NH:28][CH3:27])=[O:20])=[C:9]([C:11]3[CH:12]=[CH:13][C:14]([F:17])=[CH:15][CH:16]=3)[N:10]=2)[CH:7]=1. Procedure details: 6-Bromo-2-(4-fluorophenyl)imidazo[1,2-a]pyridine-3-carboxylic acid (250 mg, 0.746 mmol) was slurried into DCE (8 mL) and then oxalyl chloride (0.30 mL, 3.4 mmol) was added and the slurry was stirred for 5 min. Then DMF (50 μL, 0.65 mmol) was added (foaming) and the slurry was stirred 1 h before methanamine (5 mL, 10 mmol) 2M in THF (exothermic) and TEA (˜3 mL) (exothermic) were added. The reaction was stirred at rt overnight. The reaction was partitioned between water (˜30 mL) and DCM/MeOH (9/1,... Starting materials: C(=O)N(N)C (1-formyl-1-methylhydrazine), FC1=C(C(=O)C(C(=O)OCC)=COCC)C=C(C(=C1F)F)F (ethyl 2-(2,3,4,5-tetrafluorobenzoyl)-3-ethoxy-acrylate), O (water). Run in C(C)O (ethanol). Product: FC1=C(C(=O)C(C(=O)OCC)=CNN(C)C=O)C=C(C(=C1F)F)F (ethyl 2-(2,3,4,5-tetrafluorobenzoyl)-3-(2-formyl-2-methylhydrazino)-acrylate). Isolated yield 69.0%. Reaction SMILES: [CH:1]([N:3]([CH3:5])[NH2:4])=[O:2].[F:6][C:7]1[C:24]([F:25])=[C:23]([F:26])[C:22]([F:27])=[CH:21][C:8]=1[C:9]([C:11](=[CH:17]OCC)[C:12]([O:14][CH2:15][CH3:16])=[O:13])=[O:10].O>C(O)C>[F:6][C:7]1[C:24]([F:25])=[C:23]([F:26])[C:22]([F:27])=[CH:21][C:8]=1[C:9]([C:11](=[CH:17][NH:4][N:3]([CH:1]=[O:2])[CH3:5])[C:12]([O:14][CH2:15][CH3:16])=[O:13])=[O:10]. Procedure details: 3.8 g of 1-formyl-1-methylhydrazine are added dropwise to a solution of 16 g of ethyl 2-(2,3,4,5-tetrafluorobenzoyl)-3-ethoxy-acrylate in 60 ml of ethanol, while cooling with ice and stirring. The mixture is stirred at room temperature for 1 hour, 60 ml of water are added, the mixture is cooled with ice and the precipitate is filtered off with suction and washed with water/ethanol (1:1). 12 g of ethyl 2-(2,3,4,5-tetrafluorobenzoyl)-3-(2-formyl-2-methylhydrazino)-acrylate of melting point 92° C. ... Reactants: C1CCOC1, CO, NO, [Na+], [OH-], COC(=O)c1ccc(CN2c3ccccc3C=Cc3ccccc32)cc1. Product: O=C(NO)c1ccc(CN2c3ccccc3C=Cc3ccccc32)cc1. As a reaction SMILES: [CH2:31]1[O:32][CH2:33][CH2:34][CH2:35]1.[CH3:36][OH:37].[NH2:27][OH:28].[Na+:30].[OH-:29].[cH:1]1[cH:2][cH:3][cH:4][c:5]2[c:11]1[CH:10]=[CH:9][c:8]1[c:7]([cH:15][cH:14][cH:13][cH:12]1)[N:6]2[CH2:16][c:17]1[cH:18][cH:19][c:20]([C:21](=[O:22])[O:23][CH3:24])[cH:25][cH:26]1>>[cH:1]1[cH:2][cH:3][cH:4][c:5]2[c:11]1[CH:10]=[CH:9][c:8]1[c:7]([cH:15][cH:14][cH:13][cH:12]1)[N:6]2[CH2:16][c:17]1[cH:18][cH:19][c:20]([C:21](=[O:22])[NH:27][OH:28])[cH:25][cH:26]1. Starting materials: BrC1=CC2=C(C=3N=C(SC3CCO2)C2=NC=NN2CC(C)O)C=C1 (1-[5-(8-Bromo-4,5-dihydro-6-oxa-3-thia-1-aza-benzo[e]azulen-2-yl)-[1,2,4]triazol-1-yl]-propan-2-ol), CC(CN1N=CC(=C1)B1OC(C(O1)(C)C)(C)C)(C)O (2-Methyl-1-[4-(4,4,5,5-tetramethyl-[1,3,2]dioxaborolan-2-yl)-pyrazol-1-yl]-propan-2-ol). Yields the product OC(CN1N=CN=C1C=1SC=2CCOC3=C(C2N1)C=CC(=C3)C=3C=NN(C3)CC(C)(O)C)C (1-(4-{2-[2-(2-Hydroxy-propyl)-2H-[1,2,4]triazol-3-yl]-4,5-dihydro-6-oxa-3-thia-1-aza-benzo[e]azulen-8-yl}-pyrazol-1-yl)-2-methyl-propan-2-ol). As a reaction SMILES: Br[C:2]1[CH:24]=[CH:23][C:5]2[C:6]3[N:7]=[C:8]([C:14]4[N:18]([CH2:19][CH:20]([OH:22])[CH3:21])[N:17]=[CH:16][N:15]=4)[S:9][C:10]=3[CH2:11][CH2:12][O:13][C:4]=2[CH:3]=1.[CH3:25][C:26]([OH:43])([CH3:42])[CH2:27][N:28]1[CH:32]=[C:31](B2OC(C)(C)C(C)(C)O2)[CH:30]=[N:29]1>>[OH:22][CH:20]([CH3:21])[CH2:19][N:18]1[C:14]([C:8]2[S:9][C:10]3[CH2:11][CH2:12][O:13][C:4]4[CH:3]=[C:2]([C:31]5[CH:30]=[N:29][N:28]([CH2:27][C:26]([CH3:42])([OH:43])[CH3:25])[CH:32]=5)[CH:24]=[CH:23][C:5]=4[C:6]=3[N:7]=2)=[N:15][CH:16]=[N:17]1. Reported procedure: Following the procedure for 114, 1-[5-(8-Bromo-4,5-dihydro-6-oxa-3-thia-1-aza-benzo[e]azulen-2-yl)-[1,2,4]triazol-1-yl]-propan-2-ol was reacted with 2-Methyl-1-[4-(4,4,5,5-tetramethyl-[1,3,2]dioxaborolan-2-yl)-pyrazol-1-yl]-propan-2-ol to give 459. MS(ESI+) 467.1. 1H NMR (400 MHz, DMSO) δ 8.35 (d, J=8.3, 1H), 8.17 (s, 1H), 8.09 (s, 1H), 7.95 (s, 1H), 7.43 (dd, J=8.3, 1.8, 1H), 7.30 (d, J=1.7, 1H), 4.95 (d, J=5.3, 1H), 4.82 (dd, J=13.3, 7.5, 1H), 4.76-4.66 (m, 2H), 4.46-4.32 (m, 2H), 4.28-4.14 (m... The reactants are ClCCl, O=C(O)C(F)(F)F, CC(C)(C)OC(=O)Nc1cc2c(cn1)CC1(C2)C(=O)Nc2ncccc21. Product: O=C(O)C(F)(F)F, Nc1cc2c(cn1)CC1(C2)C(=O)Nc2ncccc21. RXN SMILES: [Cl:34][CH2:35][Cl:36].[F:27][C:28]([C:29](=[O:30])[OH:31])([F:32])[F:33].[O:1]=[C:2]1[NH:3][c:4]2[n:5][cH:6][cH:7][cH:8][c:9]2[C:10]12[CH2:11][c:12]1[c:13]([cH:14][n:15][c:16]([NH:18][C:19](=[O:20])[O:21][C:22]([CH3:23])([CH3:24])[CH3:25])[cH:17]1)[CH2:26]2>>[F:27][C:28]([C:29](=[O:30])[OH:31])([F:32])[F:33].[O:1]=[C:2]1[NH:3][c:4]2[n:5][cH:6][cH:7][cH:8][c:9]2[C:10]12[CH2:11][c:12]1[c:13]([cH:14][n:15][c:16]([NH2:18])[cH:17]1)[CH2:26]2. The reactants are O=C(O)CN1CCCC(c2ccc(F)cc2)(c2ccc(F)cc2)C1=O, Fc1ccc(C2(c3ccc(F)cc3)CCNC2)cc1, O=C(O)CN1CCC(c2ccccc2)(c2ccccc2)C1=O, c1ccc(C2(c3ccccc3)CCNC2)cc1. Yields the product O=C(CN1CCC(c2ccccc2)(c2ccccc2)C1=O)N1CCC(c2ccc(F)cc2)(c2ccc(F)cc2)C1. As a reaction SMILES: [F:23][c:24]1[cH:25][cH:26][c:27]([C:28]2([c:29]3[cH:30][cH:31][c:32]([F:33])[cH:34][cH:35]3)[CH2:36][CH2:37][CH2:38][N:39]([CH2:40][C:41]([OH:42])=[O:43])[C:44]2=[O:45])[cH:46][cH:47]1.[F:48][c:49]1[cH:50][cH:51][c:52]([C:55]2([c:60]3[cH:61][cH:62][c:63]([F:66])[cH:64][cH:65]3)[CH2:56][NH:57][CH2:58][CH2:59]2)[cH:53][cH:54]1.[O:1]=[C:2]1[N:3]([CH2:19][C:20](=[O:21])[OH:22])[CH2:4][CH2:5][C:6]1([c:7]1[cH:8][cH:9][cH:10][cH:11][cH:12]1)[c:13]1[cH:14][cH:15][cH:16][cH:17][cH:18]1.[c:67]1([C:68]2([c:69]3[cH:70][cH:71][cH:72][cH:73][cH:74]3)[CH2:75][CH2:76][NH:77][CH2:78]2)[cH:79][cH:80][cH:81][cH:82][cH:83]1>>[O:1]=[C:2]1[N:3]([CH2:19][C:20](=[O:21])[N:57]2[CH2:56][C:55]([c:52]3[cH:51][cH:50][c:49]([F:48])[cH:54][cH:53]3)([c:60]3[cH:61][cH:62][c:63]([F:66])[cH:64][cH:65]3)[CH2:59][CH2:58]2)[CH2:4][CH2:5][C:6]1([c:7]1[cH:8][cH:9][cH:10][cH:11][cH:12]1)[c:13]1[cH:14][cH:15][cH:16][cH:17][cH:18]1.